This data is from the Open Reaction Database (ORD), a public repository of structured organic reaction records. The task is: describe an organic reaction: reactants, conditions, products, and yield Reactants: Cc1cc(N)cc(Br)c1, CC(=O)O, COc1ccnc(Cl)n1, C1COCCO1. The product is COc1ccnc(Nc2cc(C)cc(Br)c2)n1. As a reaction SMILES: [Br:10][c:11]1[cH:12][c:13]([NH2:14])[cH:15][c:16]([CH3:18])[cH:17]1.[CH3:19][C:20](=[O:21])[OH:22].[Cl:1][c:2]1[n:3][cH:4][cH:5][c:6]([O:8][CH3:9])[n:7]1.[O:23]1[CH2:24][CH2:25][O:26][CH2:27][CH2:28]1>>[c:2]1([NH:14][c:13]2[cH:12][c:11]([Br:10])[cH:17][c:16]([CH3:18])[cH:15]2)[n:3][cH:4][cH:5][c:6]([O:8][CH3:9])[n:7]1. The reactants are C(C)(=O)O (acetic acid), N1=CC=CC=C1 (pyridine), 4-dimethyl aminopyridine, OC12OC3=C(C1(C(C1=CC=CC=C12)=O)O)C=C(C(=C3)C)C (4b,9b-Dihydroxy-7,8-dimethyl-4bH-benzo[d]indeno[1,2-b]-furan-10(9bH)-one), C1CCOC1 (THF). Conditions: time 3 hour. The product is C(C)(=O)OC1=C(C=C(C(=C1)C)C)C1(C(C2=CC=CC=C2C1=O)=O)OC(C)=O (2-(2-Acetoxy-1,3-dioxo-2,3-dihydro-1H-inden-2-yl)-4,5-dimethylphenyl acetate). Isolated yield 42.0%. As a reaction SMILES: [OH:1][C:2]12[C:13]3[C:8](=[CH:9][CH:10]=[CH:11][CH:12]=3)[C:7](=[O:14])[C:6]1([OH:15])[C:5]1[CH:16]=[C:17]([CH3:21])[C:18]([CH3:20])=[CH:19][C:4]=1[O:3]2.[C:22]([OH:25])(=O)[CH3:23].N1C=CC=CC=1.C1C[O:35][CH2:34][CH2:33]1>>[C:34]([O:3][C:4]1[CH:19]=[C:18]([CH3:20])[C:17]([CH3:21])=[CH:16][C:5]=1[C:6]1([O:15][C:22](=[O:25])[CH3:23])[C:7](=[O:14])[C:8]2[C:13](=[CH:12][CH:11]=[CH:10][CH:9]=2)[C:2]1=[O:1])(=[O:35])[CH3:33]. Reported procedure: 4b,9b-Dihydroxy-7,8-dimethyl-4bH-benzo[d]indeno[1,2-b]-furan-10(9bH)-one (1.00 g, 3.5 mmol) was dissolved in anhydrous THF (50 ml). This solution was added with anhydrous acetic acid (0.67 ml, 7.1 mmol), pyridine (0.30 ml, 3.5 mmol), and 4-dimethyl aminopyridine (0.1 g), and stirred at room temperature for 3 hrs. After the reaction mixture was extracted with dichloromethane, the organic layer was concentrated and purified using column chromatography (ethylacetate:hexane=1:4) to afford the title ... The reactants are C(C)(=O)NCCNC(NC1=CC=C(C=C1)C=1N=CC(NC1)=O)=O (5-[4-(3-(2-Acetamidoethyl)ureido)phenyl]-2(1H)-pyrazinone), Cl (hydrochloric acid). The product is NCCNC(NC1=CC=C(C=C1)C=1N=CC(NC1)=O)=O (5-[4-(3(2-Aminoethyl)ureido)phenyl]-2(1H)-pyrazinone). Reaction SMILES: C([NH:4][CH2:5][CH2:6][NH:7][C:8](=[O:23])[NH:9][C:10]1[CH:15]=[CH:14][C:13]([C:16]2[N:17]=[CH:18][C:19](=[O:22])[NH:20][CH:21]=2)=[CH:12][CH:11]=1)(=O)C.Cl>>[NH2:4][CH2:5][CH2:6][NH:7][C:8](=[O:23])[NH:9][C:10]1[CH:15]=[CH:14][C:13]([C:16]2[N:17]=[CH:18][C:19](=[O:22])[NH:20][CH:21]=2)=[CH:12][CH:11]=1. Reported procedure: 5-[4-(3-(2-Acetamidoethyl)ureido)phenyl]-2(1H)-pyrazinone was hydrolysed by heating with hydrochloric acid to form the title compound, as the hydrochloride; δ(D2O/DCl) 3.15, 3.45 (2t, 4H, --CH2CH2 --), 7.81, 8.08 (2d, pyrazinone H's).